Dataset: the Open Reaction Database (ORD), a public repository of structured organic reaction records. Task: describe an organic reaction: reactants, conditions, products, and yield The reactants are CCOC(=O)c1[nH]cc(C#N)c1-c1ccc(OCc2ccccc2)cc1, CS(C)=O, CCOC(C)=O, CI, [K+], [K+], O=C([O-])[O-], O. Yields the product CCOC(=O)c1c(-c2ccc(OCc3ccccc3)cc2)c(C#N)cn1C. Reaction SMILES: [CH2:1]([CH3:2])[O:3][C:4](=[O:5])[c:6]1[nH:7][cH:8][c:9]([C:25]#[N:26])[c:10]1-[c:11]1[cH:12][cH:13][c:14]([O:17][CH2:18][c:19]2[cH:20][cH:21][cH:22][cH:23][cH:24]2)[cH:15][cH:16]1.[CH3:36][S:37]([CH3:38])=[O:39].[CH3:40][CH2:41][O:42][C:43]([CH3:44])=[O:45].[I:33][CH3:34].[K+:27].[K+:28].[O-:29][C:30]([O-:31])=[O:32].[OH2:35]>>[CH2:1]([CH3:2])[O:3][C:4](=[O:5])[c:6]1[n:7]([CH3:30])[cH:8][c:9]([C:25]#[N:26])[c:10]1-[c:11]1[cH:12][cH:13][c:14]([O:17][CH2:18][c:19]2[cH:20][cH:21][cH:22][cH:23][cH:24]2)[cH:15][cH:16]1. Starting materials: CC(C)(C)OC(=O)NC(Cc1ccccc1)C(O)C(O)C1CC1, CO, Cl, [Na+], [OH-]. Yields the product NC(Cc1ccccc1)C(O)C(O)C1CC1. Reaction SMILES: [CH2:1]([c:2]1[cH:3][cH:4][cH:5][cH:6][cH:7]1)[CH:8]([CH:9]([CH:10]([OH:11])[CH:12]1[CH2:13][CH2:14]1)[OH:15])[NH:16][C:17](=[O:18])[O:19][C:20]([CH3:21])([CH3:22])[CH3:23].[CH3:27][OH:28].[ClH:24].[Na+:26].[OH-:25]>>[CH2:1]([c:2]1[cH:3][cH:4][cH:5][cH:6][cH:7]1)[CH:8]([CH:9]([CH:10]([OH:11])[CH:12]1[CH2:13][CH2:14]1)[OH:15])[NH2:16]. The reactants are C(C#C)NC1=C(C=C(C=C1)[N+](=O)[O-])C (N-(2-propynyl)-2-methyl-4-nitroaniline), Ar-NO2, O (water), [K+].[Br-] (KBr). Reagents/catalysts: CC(=O)[O-].CC(=O)[O-].[Cu+2].O (Cu(OAc)2.H2O). Solvent: N1=C(C=CC=C1)CO (pyridinemethanol). Reaction conditions: temperature 50 celsius, time 2 hour. Yields the product CC1=C(C=CC(=C1)[N+](=O)[O-])NCC#CC#CCNC1=C(C=C(C=C1)[N+](=O)[O-])C (N,N'-Bis(2-Methyl-4-nitrophenyl)-2,4-hexadiyn-1,6-diamine). RXN SMILES: [CH2:1]([NH:4][C:5]1[CH:10]=[CH:9][C:8]([N+:11]([O-:13])=[O:12])=[CH:7][C:6]=1[CH3:14])[C:2]#[CH:3].[OH2:15].[K+].[Br-]>N1C=CC=CC=1CO.CC([O-])=O.CC([O-])=O.[Cu+2].O>[CH3:14][C:6]1[CH:7]=[C:8]([N+:11]([O-:13])=[O:12])[CH:9]=[CH:10][C:5]=1[NH:4][CH2:1][C:2]#[C:3][C:3]#[C:2][CH2:1][NH:4][C:5]1[CH:10]=[CH:9][C:8]([N+:11]([O-:12])=[O:15])=[CH:7][C:6]=1[CH3:14] |f:2.3,5.6.7.8|. Procedure details: To a suspension of Cu(OAc)2.H2O (1.5 g) in pyridinemethanol (1:1, 15 ml) was added N-(2-propynyl)-2-methyl-4-nitroaniline (1.00 g, 5.26×10-3 mole). The reaction mixture was stirred at 50° C. for two hours. The mixture was poured into excess water and filtered. The crude solid was recrystallized from nitromethane to afford yellow crystals. Yield: 0.70 g (71%). The material did not melt below 200° C. but turned red at 150° C. I.R. (KBr): 3390 (NH), 1585 and 1280 cm-1 (Ar-NO2). Starting materials: NC1=NNC2=CC=C(C=C12)C1=CC=C(O1)C(=O)OC(C)(C)C (tert-butyl 5-(3-amino-1H-indazol-5-yl)furan-2-carboxylate), ClC1=CC=C(S1)C(=O)Cl (5-chlorothiophene-2-carbonyl chloride). The reagents and catalysts are CN(C1=CC=NC=C1)C (4-(dimethylamino)pyridine). Solvent: N1=CC=CC=C1 (pyridine), O1CCOCC1 (dioxane). Yields the product ClC1=CC=C(S1)C(=O)NC1=NNC2=CC=C(C=C12)C1=CC=C(O1)C(=O)OC(C)(C)C (tert-Butyl 5-{3-[(5-chlorothiophene-2-carbonyl)amino]-1H-indazol-5-yl}furan-2-carboxylate). As a reaction SMILES: [NH2:1][C:2]1[C:10]2[C:5](=[CH:6][CH:7]=[C:8]([C:11]3[O:15][C:14]([C:16]([O:18][C:19]([CH3:22])([CH3:21])[CH3:20])=[O:17])=[CH:13][CH:12]=3)[CH:9]=2)[NH:4][N:3]=1.[Cl:23][C:24]1[S:28][C:27]([C:29](Cl)=[O:30])=[CH:26][CH:25]=1>CN(C)C1C=CN=CC=1.N1C=CC=CC=1.O1CCOCC1>[Cl:23][C:24]1[S:28][C:27]([C:29]([NH:1][C:2]2[C:10]3[C:5](=[CH:6][CH:7]=[C:8]([C:11]4[O:15][C:14]([C:16]([O:18][C:19]([CH3:22])([CH3:21])[CH3:20])=[O:17])=[CH:13][CH:12]=4)[CH:9]=3)[NH:4][N:3]=2)=[O:30])=[CH:26][CH:25]=1. Reported procedure: 300 mg of tert-butyl 5-(3-amino-1H-indazol-5-yl)furan-2-carboxylate, 199 mg of 5-chlorothiophene-2-carbonyl chloride and 8 mg of 4-(dimethylamino)pyridine are stirred at 90° C. for 24 hours in 2 ml of pyridine and 100 μl of dioxane. The reaction mixture is evaporated, and the residue is purified by column chromatography. Yield: 260 mg (58%) of tert-butyl 5-{3-[(5-chlorothiophene-2-carbonyl)amino]-1H-indazol-5-yl}furan-2-carboxylate. The yield is 87.0%. RXN SMILES: ON=[CH:3][C:4]([NH:6][C:7]1[CH:12]=[CH:11][CH:10]=[CH:9][C:8]=1[I:13])=[O:5].[OH:14]S(O)(=O)=O>>[I:13][C:8]1[CH:9]=[CH:10][CH:11]=[C:12]2[C:7]=1[NH:6][C:4](=[O:5])[C:3]2=[O:14]. The product is IC=1C=CC=C2C(C(NC12)=O)=O (7-iodoindoline-2,3-dione). Reported procedure: 2-(hydroxyimino)-N-(2-iodophenyl)acetamide (3.2 g, 0.011 mmol) was added to conc. H2SO4 (15 mL) in small portions at 60° C. The reaction mixture was further heated at 85° C. for 5 h. After the reaction completion, the reaction mixture was cooled to room temperature and poured into crushed ice. A brown color solid product precipitated. It was then filtered and washed with chilled water several times, then dried in a vacuum oven to get 2.9 g of the required product as a red coloured solid (87%). Reaction conditions: temperature 85 celsius. Reactants: ON=CC(=O)NC1=C(C=CC=C1)I (2-(hydroxyimino)-N-(2-iodophenyl)acetamide), OS(=O)(=O)O (H2SO4). Starting materials: Cl (hydrochloric acid), [N+](=O)([O-])C1=CC=C(CC(C(=O)OC)(C(=O)OC)CC2=CC=C(C=C2)[N+](=O)[O-])C=C1 (dimethyl 2,2-bis(4-nitrobenzyl)malonate), B (borane), 2,2-bis(4-nitrobenzyl)maloic acid, B (borane), 2,2-bis(4-nitrobenzyl)maloic acid, [OH-].[Li+] (lithium hydroxide), [N+](=O)([O-])C1=CC=C(CC(C(=O)OC)(C(=O)OC)CC2=CC=C(C=C2)[N+](=O)[O-])C=C1 (dimethyl 2,2-bis(4-nitrobenzyl)malonate). Run in CCOCC (ether), O (water), O1CCCC1 (tetrahydrofurane), O (water), O1CCCC1 (THF), O1CCCC1 (THF), C(C)(=O)OCC (ethyl acetate), O (water). The product is [N+](=O)([O-])C1=CC=C(CC(CO)(CO)CC2=CC=C(C=C2)[N+](=O)[O-])C=C1 (2,2-bis(4-nitrobenzyl)propane-1,3-diol). Yield: 100.0%. Reaction SMILES: [N+:1]([C:4]1[CH:29]=[CH:28][C:7]([CH2:8][C:9]([CH2:18][C:19]2[CH:24]=[CH:23][C:22]([N+:25]([O-:27])=[O:26])=[CH:21][CH:20]=2)([C:14](OC)=[O:15])[C:10](OC)=[O:11])=[CH:6][CH:5]=1)([O-:3])=[O:2].[OH-].[Li+].Cl.B>C(OCC)(=O)C.O.O1CCCC1.CCOCC>[N+:1]([C:4]1[CH:5]=[CH:6][C:7]([CH2:8][C:9]([CH2:18][C:19]2[CH:24]=[CH:23][C:22]([N+:25]([O-:27])=[O:26])=[CH:21][CH:20]=2)([CH2:10][OH:11])[CH2:14][OH:15])=[CH:28][CH:29]=1)([O-:3])=[O:2] |f:1.2|. Reported procedure: About 2 mole of 1-bromomethyl)-4-nitrobenze and about 1 mole of dimethyl malonate were mixed with excess methyl ethyl ketone (MEK) which was mixed with potassium carbonate at a temperature of about 50° C. for about 3 hours. After adding excess water at temperature of about 25° C., the above materials were precipitated to obtain about 1 mole of dimethyl 2,2-bis(4-nitrobenzyl)malonate. About 1 mole of dimethyl 2,2-bis(4-nitrobenzyl)malonate was mixed with water and tetrahydrofurane (THF) which was...